From a dataset of the Open Reaction Database (ORD), a public repository of structured organic reaction records. describe an organic reaction: reactants, conditions, products, and yield Starting materials: [Li]CCCC, COc1cccc(CCN2CCC(Cc3cc(OC)ccc3Br)CC2)c1, CCCCCC, CC=O, [Na+], C1CCOC1, O=C([O-])O. Product: COc1cccc(CCN2CCC(Cc3cc(OC)ccc3C(C)O)CC2)c1. RXN SMILES: [CH2:27]([Li:28])[CH2:29][CH2:30][CH3:31].[CH3:1][O:2][c:3]1[cH:4][c:5]([CH2:9][CH2:10][N:11]2[CH2:12][CH2:13][CH:14]([CH2:17][c:18]3[c:19]([Br:26])[cH:20][cH:21][c:22]([O:24][CH3:25])[cH:23]3)[CH2:15][CH2:16]2)[cH:6][cH:7][cH:8]1.[CH3:45][CH2:46][CH2:47][CH2:48][CH2:49][CH3:50].[CH:32]([CH3:33])=[O:34].[Na+:35].[O:40]1[CH2:41][CH2:42][CH2:43][CH2:44]1.[OH:36][C:37](=[O:38])[O-:39]>>[CH3:1][O:2][c:3]1[cH:4][c:5]([CH2:9][CH2:10][N:11]2[CH2:12][CH2:13][CH:14]([CH2:17][c:18]3[c:19]([CH:32]([CH3:33])[OH:34])[cH:20][cH:21][c:22]([O:24][CH3:25])[cH:23]3)[CH2:15][CH2:16]2)[cH:6][cH:7][cH:8]1. Reactants: O1C(=CC=C1)C(=O)CCCCCCC(C(=O)O)O (8-(2-furoyl)-2-hydroxyoctanoic acid). Solvent: O1CCCC1 (tetrahydrofuran), O1CCCC1 (tetrahydrofuran), O1CCCC1 (tetrahydrofuran), C(C)(=O)OCC (ethyl acetate). Reaction conditions: time 3 hour. Yields the product O1C(=CC=C1)C(CCCCCCC(CO)O)O (9-(2-Furyl)-1,2,9-nonanetriol). RXN SMILES: [O:1]1[CH:5]=[CH:4][CH:3]=[C:2]1[C:6]([CH2:8][CH2:9][CH2:10][CH2:11][CH2:12][CH2:13][CH:14]([OH:18])[C:15](O)=[O:16])=[O:7]>O1CCCC1.C(OCC)(=O)C>[O:1]1[CH:5]=[CH:4][CH:3]=[C:2]1[CH:6]([OH:7])[CH2:8][CH2:9][CH2:10][CH2:11][CH2:12][CH2:13][CH:14]([OH:18])[CH2:15][OH:16]. Procedure details: To 640 ml. of 1.0 M. boranetetrahydrofuran complex in tetrahydrofuran is added a solution of 81 g. of 8-(2-furoyl)-2-hydroxyoctanoic acid in 240 ml. of tetrahydrofuran during one hour while maintaining a temperature of 0°-10° C. After the addition, the solution is stirred at room temperature for 3 hours, is cooled to 0° C., and treated cautiously with 80 ml. of 1:1 aqueous tetrahydrofuran. The resulting mixture is diluted with ethyl acetate. The solution is washed successively with an ice-cold b...